This data is from the Open Reaction Database (ORD), a public repository of structured organic reaction records. The task is: describe an organic reaction: reactants, conditions, products, and yield Starting materials: CC1=CC(=C(C(N1)=O)C#N)CCC (1,2-dihydro-6-methyl-2-oxo-4-propylpyridine-3-carbonitrile), N (ammonia). Reagents/catalysts: [Ni] (Ni). Solvent: CO (methanol). Conditions: time 48 hour. Yields the product NCC=1C(NC(=CC1CCC)C)=O (3-(amino methyl)-6-methyl-4-propylpyridin-2(1H)-one), solid. Yield: 39.0%. As a reaction SMILES: [CH3:1][C:2]1[NH:7][C:6](=[O:8])[C:5]([C:9]#[N:10])=[C:4]([CH2:11][CH2:12][CH3:13])[CH:3]=1.N>CO.[Ni]>[NH2:10][CH2:9][C:5]1[C:6](=[O:8])[NH:7][C:2]([CH3:1])=[CH:3][C:4]=1[CH2:11][CH2:12][CH3:13]. Reported procedure: To a suspension of Raney Ni (2 g) in methanol (250 mL) was added 1,2-dihydro-6-methyl-2-oxo-4-propylpyridine-3-carbonitrile (5 g, 28.4 mmol) and methanolic ammonia (750 mL). The reaction mixture was stirred at room temperature under hydrogen pressure (60 psi) for 48 hrs. The reaction mixture was filtered through celite pad and washed with methanol (250 mL). The filtrate was concentrated under reduced pressure to afford the crude product (5.1 g). The crude product was purified by column chromatog...